describe an organic reaction: reactants, conditions, products, and yield From a dataset of the Open Reaction Database (ORD), a public repository of structured organic reaction records. Reactants: C1=CCCCC1, Cn1ccc2ccc(OCc3ccccc3)cc21, CCO, CC(C)OC(C)C. Product: Cn1ccc2ccc(O)cc21. As a reaction SMILES: [CH2:19]1[CH2:20][CH:21]=[CH:22][CH2:23][CH2:24]1.[CH2:1]([c:2]1[cH:3][cH:4][cH:5][cH:6][cH:7]1)[O:8][c:9]1[cH:10][cH:11][c:12]2[cH:13][cH:14][n:15]([CH3:18])[c:16]2[cH:17]1.[CH3:25][CH2:26][OH:27].[CH:28]([O:29][CH:30]([CH3:31])[CH3:32])([CH3:33])[CH3:34]>>[OH:8][c:9]1[cH:10][cH:11][c:12]2[cH:13][cH:14][n:15]([CH3:18])[c:16]2[cH:17]1. The reactants are [Al+3], C1CCOC1, CC1(C(=O)O)CCCCC1, [H-], [H-], [H-], [H-], [Li+], [Na+], [OH-], O. Product: CC1(CO)CCCCC1. RXN SMILES: [Al+3:2].[CH2:20]1[O:21][CH2:22][CH2:23][CH2:24]1.[CH3:7][C:8]1([C:14](=[O:15])[OH:16])[CH2:9][CH2:10][CH2:11][CH2:12][CH2:13]1.[H-:1].[H-:4].[H-:5].[H-:6].[Li+:3].[Na+:18].[OH-:17].[OH2:19]>>[CH3:7][C:8]1([CH2:14][OH:15])[CH2:9][CH2:10][CH2:11][CH2:12][CH2:13]1. The reactants are BrN1C(CCC1=O)=O (N-bromosuccinimide), C(C)OC1=C(C=CC=C1)C=1NC(C2=C(N1)N(N=C2)CCC)=O (6-(2-ethoxyphenyl)-1-n-propyl-1,5-dihydro-4H-pyrazolo[3,4-d]pyrimidin-4-one). Run in CN(C)C=O (DMF), CN(C)C=O (DMF). Run at time 20 hour. Product: BrC=1C=CC(=C(C1)C=1NC(C2=C(N1)N(N=C2)CCC)=O)OCC (6-(5-Bromo-2-ethoxyphenyl)-1-n-propyl-1,5-dihydro-4H-pyrazolo[3,4-d]pyrimidin-4-one). Isolated yield 76.9%. As a reaction SMILES: [Br:1]N1C(=O)CCC1=O.[CH2:9]([O:11][C:12]1[CH:17]=[CH:16][CH:15]=[CH:14][C:13]=1[C:18]1[NH:19][C:20](=[O:30])[C:21]2[CH:26]=[N:25][N:24]([CH2:27][CH2:28][CH3:29])[C:22]=2[N:23]=1)[CH3:10]>CN(C=O)C>[Br:1][C:15]1[CH:16]=[CH:17][C:12]([O:11][CH2:9][CH3:10])=[C:13]([C:18]2[NH:19][C:20](=[O:30])[C:21]3[CH:26]=[N:25][N:24]([CH2:27][CH2:28][CH3:29])[C:22]=3[N:23]=2)[CH:14]=1. Procedure: A solution of N-bromosuccinimide (1.0 g, 0.0056 mol) in DMF (10 ml) was added dropwise to a stirred solution of 6-(2-ethoxyphenyl)-1-n-propyl-1,5-dihydro-4H-pyrazolo[3,4-d]pyrimidin-4-one (Example 1; 0.84 g, 0.0028 mol) in DMF (10 ml) and the resulting red solution stirred for 20 hours. The solvent was removed by evaporation under vacuum and the residue partitioned between saturated aqueous sodium bicarbonate solution (20 ml) and ethyl acetate (20 ml). The organic phase was removed and the aqueo...